describe an organic reaction: reactants, conditions, products, and yield From a dataset of the Open Reaction Database (ORD), a public repository of structured organic reaction records. The reactants are N1CCC(CC1)C1=CC=C(C(=O)O)C=C1 (4-(Piperidin-4-yl)-benzoic acid), C(C)(=O)OC(C)=O (acetic anhydride). Run in N1=CC=CC=C1 (pyridine). Run at time 8 hour. Yields the product C(C)(=O)N1CCC(CC1)C1=CC=C(C(=O)O)C=C1 (4-(1-acetyl-piperidin-4-yl)-benzoic acid). The yield is 49.3%. RXN SMILES: [NH:1]1[CH2:6][CH2:5][CH:4]([C:7]2[CH:15]=[CH:14][C:10]([C:11]([OH:13])=[O:12])=[CH:9][CH:8]=2)[CH2:3][CH2:2]1.[C:16](OC(=O)C)(=[O:18])[CH3:17]>N1C=CC=CC=1>[C:16]([N:1]1[CH2:6][CH2:5][CH:4]([C:7]2[CH:15]=[CH:14][C:10]([C:11]([OH:13])=[O:12])=[CH:9][CH:8]=2)[CH2:3][CH2:2]1)(=[O:18])[CH3:17]. Procedure details: To a solution of 4-piperidin-4-yl)-benzoic acid (102 mg, 0.5 mmol, reference example 109) dissolved in pyridine (2 mL) was added acetic anhydride (255 mg, 2.5 mmol) and the reaction stirred overnight at room temperature. The reaction was concentrated in vacuo and residual pyridine partially removed by azeotroping with dichloromethane/methanol 1:1. The crude product was then washed with dichlormethane and the solvent decanted to yield a white solid residue (61 mg, 49%) 4-(1-acetyl-piperidin-4-yl)... Reactants: CC=1NC2=CC=C(C=C2C1C#N)[N+](=O)[O-] (2-methyl-5-nitro-1H-indole-3-carbonitrile), CN(C)C=O (DMF), COC(N(C)C)OC (N,N-dimethylformamide dimethyl acetal). Conditions: temperature 80 celsius. Yields the product CN(/C=C/C=1N(C2=CC=C(C=C2C1C#N)[N+](=O)[O-])C)C (2-((E)-2-(dimethylamino)vinyl)-1-methyl-5-nitro-1H-indole-3-carbonitrile), solid. Yield: 89.0%. Reaction SMILES: [CH3:1][C:2]1[NH:3][C:4]2[C:9]([C:10]=1[C:11]#[N:12])=[CH:8][C:7]([N+:13]([O-:15])=[O:14])=[CH:6][CH:5]=2.CO[CH:18](OC)[N:19]([CH3:21])[CH3:20].[CH3:24]N(C=O)C>>[CH3:18][N:19]([CH3:21])/[CH:20]=[CH:1]/[C:2]1[N:3]([CH3:24])[C:4]2[C:9]([C:10]=1[C:11]#[N:12])=[CH:8][C:7]([N+:13]([O-:15])=[O:14])=[CH:6][CH:5]=2. Reported procedure: 2-methyl-5-nitro-1H-indole-3-carbonitrile (200 mg, 0.98 mmol) was dissolved in DMF (4 mL) followed by the addition of N,N-dimethylformamide dimethyl acetal (452 mg, 505 μL, 3.8 mmol). The mixture was heated at 80° C. for 0.5 h and turned from amber-colored to dark red over the course of the reaction. The solvent was removed in vacuo and the crude solid was washed with 5:1 EtOAc/hexane (6×10 mL), followed by hexane (2×10 mL) to obtain 2-((E)-2-(dimethylamino)vinyl)-1-methyl-5-nitro-1H-indole-3-ca...